This data is from the Open Reaction Database (ORD), a public repository of structured organic reaction records. The task is: describe an organic reaction: reactants, conditions, products, and yield The reactants are CC[C@@H]1[C@@]([C@@H]([C@H](C(=O)[C@@H](C[C@@]([C@@H]([C@H]([C@@H]([C@H](C(=O)O1)C)O[C@H]2C[C@@]([C@H]([C@@H](O2)C)O)(C)OC)C)O[C@H]3[C@@H]([C@H](C[C@H](O3)C)N(C)C)O)(C)OC)C)C)O)(C)O (6-O-methylerythromycin A). Solvent: C(C)O (ethanol). Yields the product CC[C@@H]1[C@@]([C@@H]([C@H](C(=O)[C@@H](C[C@@]([C@@H]([C@H]([C@@H]([C@H](C(=O)O1)C)O[C@H]2C[C@@]([C@H]([C@@H](O2)C)O)(C)OC)C)O[C@H]3[C@@H]([C@H](C[C@H](O3)C)N(C)C)O)(C)OC)C)C)O)(C)O (6-O-methylerythromycin A), C(C)[O-] (ethanolate). As a reaction SMILES: [CH3:1][CH2:2][C@H:3]1[O:18][C:16](=[O:17])[C@H:15]([CH3:19])[C@@H:14]([O:20][C@@H:21]2[O:26][C@@H:25]([CH3:27])[C@H:24]([OH:28])[C@@:23]([O:30][CH3:31])([CH3:29])[CH2:22]2)[C@H:13]([CH3:32])[C@@H:12]([O:33][C@@H:34]2[O:39][C@H:38]([CH3:40])[CH2:37][C@H:36]([N:41]([CH3:43])[CH3:42])[C@H:35]2[OH:44])[C@@:11]([O:46][CH3:47])([CH3:45])[CH2:10][C@@H:9]([CH3:48])[C:7](=[O:8])[C@H:6]([CH3:49])[C@@H:5]([OH:50])[C@@:4]1([OH:52])[CH3:51]>C(O)C>[CH3:1][CH2:2][C@H:3]1[O:18][C:16](=[O:17])[C@H:15]([CH3:19])[C@@H:14]([O:20][C@@H:21]2[O:26][C@@H:25]([CH3:27])[C@H:24]([OH:28])[C@@:23]([O:30][CH3:31])([CH3:29])[CH2:22]2)[C@H:13]([CH3:32])[C@@H:12]([O:33][C@@H:34]2[O:39][C@H:38]([CH3:40])[CH2:37][C@H:36]([N:41]([CH3:42])[CH3:43])[C@H:35]2[OH:44])[C@@:11]([O:46][CH3:47])([CH3:45])[CH2:10][C@@H:9]([CH3:48])[C:7](=[O:8])[C@H:6]([CH3:49])[C@@H:5]([OH:50])[C@@:4]1([OH:52])[CH3:51].[CH2:7]([O-:8])[CH3:6]. Reported procedure: A mixture of 6-O-methylerythromycin A (20 g), prepared as described above, and ethanol (200 mL) was warmed to reflux and the insoluble material (11.2 g) was removed by filtration. The filtrate was transferred to a clean flask and heated to reflux. The clear solution was allowed to cool to ambient temperature and then was further cooled in an ice bath. The liquid was decanted to leave 6-O-methylerythromycin A form 0 ethanolate which was sealed in a container without further drying. The 2-theta an... Starting materials: CC(=O)O, N#CC1=CC2(CCSCC2)Oc2ccc([N+](=O)[O-])cc21, O, O=S(=O)(O)O. Yields the product O=C(O)C1=CC2(CCSCC2)Oc2ccc([N+](=O)[O-])cc21. RXN SMILES: [CH3:21][C:22]([OH:23])=[O:24].[N+:1](=[O:2])([O-:3])[c:4]1[cH:5][cH:6][c:7]2[c:8]([cH:20]1)[C:9]([C:18]#[N:19])=[CH:10][C:11]1([O:12]2)[CH2:13][CH2:14][S:15][CH2:16][CH2:17]1.[OH2:30].[S:25](=[O:26])(=[O:27])([OH:28])[OH:29]>>[N+:1](=[O:2])([O-:3])[c:4]1[cH:5][cH:6][c:7]2[c:8]([cH:20]1)[C:21]([C:22]([OH:23])=[O:24])=[CH:10][C:11]1([O:12]2)[CH2:13][CH2:14][S:15][CH2:16][CH2:17]1.